This data is from the Open Reaction Database (ORD), a public repository of structured organic reaction records. The task is: describe an organic reaction: reactants, conditions, products, and yield The reactants are C1(=CC=C(C=C1)S(=O)(=O)Cl)C (p-toluene-sulfonyl chloride), C1(=CC=CC=C1)C1OC(CN1NC(C)(C)C)CO (2-phenyl-3-(t-butylamino)-5-(hydroxymethyl)oxazolidine). Solvent: N1=CC=CC=C1 (pyridine). Product: S(=O)(=O)([O-])C1=CC=C(C)C=C1 (tosylate), OCC1OCCN1 (2-hydroxymethyloxazolidine). As a reaction SMILES: [C:1]1([CH3:11])[CH:6]=[CH:5][C:4]([S:7](Cl)(=[O:9])=[O:8])=[CH:3][CH:2]=1.[C:12]1([CH:18]2[N:22](NC(C)(C)C)[CH2:21][CH:20](CO)[O:19]2)C=CC=CC=1>N1C=CC=CC=1>[S:7]([C:4]1[CH:5]=[CH:6][C:1]([CH3:11])=[CH:2][CH:3]=1)([O-:19])(=[O:9])=[O:8].[OH:8][CH2:12][CH:18]1[NH:22][CH2:21][CH2:20][O:19]1. Reported procedure: In an operation carried out in a manner similar to that described in Example 1, p-toluene-sulfonyl chloride is added portionwise to a cooled solution of 2-phenyl-3-(t-butylamino)-5-(hydroxymethyl)oxazolidine in pyridine while the temperature is maintained below 25° C. to obtain a tosylate of the 2-hydroxymethyloxazolidine. Reactants: CCNCC, CS(=O)(=O)Nc1ccc(CNC(=O)C=Cc2ccc(C(F)(F)F)nc2Cl)cc1F. The product is CCN(CC)c1nc(C(F)(F)F)ccc1C=CC(=O)NCc1ccc(NS(C)(=O)=O)c(F)c1. RXN SMILES: [CH2:30]([CH3:31])[NH:32][CH2:33][CH3:34].[Cl:1][c:2]1[n:3][c:4]([C:26]([F:27])([F:28])[F:29])[cH:5][cH:6][c:7]1[CH:8]=[CH:9][C:10](=[O:11])[NH:12][CH2:13][c:14]1[cH:15][c:16]([F:25])[c:17]([NH:20][S:21](=[O:22])(=[O:23])[CH3:24])[cH:18][cH:19]1>>[c:2]1([N:32]([CH2:30][CH3:31])[CH2:33][CH3:34])[n:3][c:4]([C:26]([F:27])([F:28])[F:29])[cH:5][cH:6][c:7]1[CH:8]=[CH:9][C:10](=[O:11])[NH:12][CH2:13][c:14]1[cH:15][c:16]([F:25])[c:17]([NH:20][S:21](=[O:22])(=[O:23])[CH3:24])[cH:18][cH:19]1. Procedure: To a solution of 38.2g (0.2 mole) 4-phenyl-1-methyl urazole in 200 ml water was added a solution of 8g (0.2 mole) sodium hydroxide in 20 ml water. A mixture of 37.2g (0.2 mole) trichloromethylsulfenyl chloride and 3g of an emulsifier solution (as in example 1) in 25 ml water was then added dropwise to the above basic solution while keeping the reaction mixture at 0° C. The reactants were mixed so that the reaction mixture was kept at a pH greater than 7. The precipitate that formed was filtered ... Product: 65g, C1(=CC=CC=C1)N1C(N(N(C1=O)C)SC(Cl)(Cl)Cl)=O (4-phenyl-1-methyl-2-(trichloromethylthio) urazole). The reactants are C1(=CC=CC=C1)N1C(NN(C1=O)C)=O (4-phenyl-1-methyl urazole), 8g, [OH-].[Na+] (sodium hydroxide), ClC(SCl)(Cl)Cl (trichloromethylsulfenyl chloride), 3g. The solvent is O (water), O (water), O (water). Isolated yield 91.0%. As a reaction SMILES: [C:1]1([N:7]2[C:11](=[O:12])[N:10]([CH3:13])[NH:9][C:8]2=[O:14])[CH:6]=[CH:5][CH:4]=[CH:3][CH:2]=1.[OH-].[Na+].[Cl:17][C:18]([Cl:22])([Cl:21])[S:19]Cl>O>[C:1]1([N:7]2[C:11](=[O:12])[N:10]([CH3:13])[N:9]([S:19][C:18]([Cl:22])([Cl:21])[Cl:17])[C:8]2=[O:14])[CH:2]=[CH:3][CH:4]=[CH:5][CH:6]=1 |f:1.2|. Reactants: C(=O)NN (Formic hydrazide), ClC1=CC(=C(C=C1OC1=NC=CC=C1C(F)(F)F)N=C=S)F (4-chloro-2-fluoro-5-(3-trifluoromethyl-2-pyridyloxy)phenyl isothiocyanate). Solvent: O1CCCC1 (tetrahydrofuran). Conditions: time 3 hour. Yields the product ClC1=CC(=C(C=C1OC1=NC=CC=C1C(F)(F)F)NC(=S)N(N)C=O)F (N-[4-Chloro-2-fluoro-5-(3-trifluoromethyl-2-pyridyloxy)phenylaminothiocarbonyl]-N1-formylhydrazine). As a reaction SMILES: [CH:1]([NH:3][NH2:4])=[O:2].[Cl:5][C:6]1[C:11]([O:12][C:13]2[C:18]([C:19]([F:22])([F:21])[F:20])=[CH:17][CH:16]=[CH:15][N:14]=2)=[CH:10][C:9]([N:23]=[C:24]=[S:25])=[C:8]([F:26])[CH:7]=1>O1CCCC1>[Cl:5][C:6]1[C:11]([O:12][C:13]2[C:18]([C:19]([F:22])([F:21])[F:20])=[CH:17][CH:16]=[CH:15][N:14]=2)=[CH:10][C:9]([NH:23][C:24]([N:3]([CH:1]=[O:2])[NH2:4])=[S:25])=[C:8]([F:26])[CH:7]=1. Procedure: Formic hydrazide (0.6 g) was added to a mixture of 4-chloro-2-fluoro-5-(3-trifluoromethyl-2-pyridyloxy)phenyl isothiocyanate (3.4 g) in tetrahydrofuran (20 ml) and the mixture was stirred for 3 hours at room temperature. The solvent was removed under reduced pressure and the residue processed. The resulting oil was dissolved in ethanol (30 ml), and hexane added to induce crystallization. The crystals were filtered and dried to give the product, (3.5 g, 69%). The product is CC1=C(C=C(C=C1)C1=NOC(=N1)C1CN(C1)C(=O)OC)NC(=O)C1=CN=C2N1C=CC(=C2)C2=NN(C=C2)C (methyl 3-(3-(4-methyl-3-(7-(1-methyl-1H-pyrazol-3-yl)imidazo[1,2-a]pyridine-3-carboxamido)phenyl)-1,2,4-oxadiazol-5-yl)azetidine-1-carboxylate). Run in CN(C)C=O (DMF). As a reaction SMILES: Br[C:2]1[CH:7]=[CH:6][N:5]2[C:8]([C:11]([NH:13][C:14]3[CH:15]=[C:16]([C:21]4[N:25]=[C:24]([CH:26]5[CH2:29][N:28]([C:30]([O:32][CH3:33])=[O:31])[CH2:27]5)[O:23][N:22]=4)[CH:17]=[CH:18][C:19]=3[CH3:20])=[O:12])=[CH:9][N:10]=[C:4]2[CH:3]=1.[CH3:34][N:35]1[CH:39]=[CH:38][C:37](B2OC(C)(C)C(C)(C)O2)=[N:36]1.C([O-])([O-])=O.[K+].[K+]>C1C=CC([P]([Pd]([P](C2C=CC=CC=2)(C2C=CC=CC=2)C2C=CC=CC=2)([P](C2C=CC=CC=2)(C2C=CC=CC=2)C2C=CC=CC=2)[P](C2C=CC=CC=2)(C2C=CC=CC=2)C2C=CC=CC=2)(C2C=CC=CC=2)C2C=CC=CC=2)=CC=1.CN(C=O)C>[CH3:20][C:19]1[CH:18]=[CH:17][C:16]([C:21]2[N:25]=[C:24]([CH:26]3[CH2:27][N:28]([C:30]([O:32][CH3:33])=[O:31])[CH2:29]3)[O:23][N:22]=2)=[CH:15][C:14]=1[NH:13][C:11]([C:8]1[N:5]2[CH:6]=[CH:7][C:2]([C:37]3[CH:38]=[CH:39][N:35]([CH3:34])[N:36]=3)=[CH:3][C:4]2=[N:10][CH:9]=1)=[O:12] |f:2.3.4,^1:58,60,79,98|. Reaction conditions: temperature 80 celsius. The reagents and catalysts are C=1C=CC(=CC1)[P](C=2C=CC=CC2)(C=3C=CC=CC3)[Pd]([P](C=4C=CC=CC4)(C=5C=CC=CC5)C=6C=CC=CC6)([P](C=7C=CC=CC7)(C=8C=CC=CC8)C=9C=CC=CC9)[P](C=1C=CC=CC1)(C=1C=CC=CC1)C=1C=CC=CC1 (Pd(PPh3)4). Procedure: Methyl 3-(3-(3-(7-bromoimidazo[1,2-a]pyridine-3-carboxamido)-4-methylphenyl)-1,2,4-oxadiazol-5-yl)azetidine-1-carboxylate (42) (40 mg, 0.078 mmol), 1-methyl-3-(4,4,5,5-tetramethyl-1,3,2-dioxaborolan-2-yl)-1H-pyrazole (19.6 mg, 0.094 mmol) and Pd(PPh3)4 (9 mg, 0.0078 mmol) were added to a flask equipped with a stir bar. The flask was evacuated and backfilled with nitrogen several times. DMF (1 mL) and 1.8 M K2CO3 (0.094 mmol) were added by syringe. The flask was sealed and heated at 80° C. for 12... Starting materials: C(=O)([O-])[O-].[K+].[K+] (K2CO3), BrC1=CC=2N(C=C1)C(=CN2)C(=O)NC=2C=C(C=CC2C)C2=NOC(=N2)C2CN(C2)C(=O)OC (methyl 3-(3-(3-(7-bromoimidazo[1,2-a]pyridine-3-carboxamido)-4-methylphenyl)-1,2,4-oxadiazol-5-yl)azetidine-1-carboxylate), CN1N=C(C=C1)B1OC(C(O1)(C)C)(C)C (1-methyl-3-(4,4,5,5-tetramethyl-1,3,2-dioxaborolan-2-yl)-1H-pyrazole). Procedure details: 1-Benzyl-3-(benzylaminomethyl)-3-hydroxymethylpyrrolidine (2.0 g) was dissolved in ethanol (20 ml), and 10% palladium-carbon (1 g) was added. The mixture was hydrogenated under atmospheric pressure. After the completion of the reaction, the catalyst was removed, and the manure was concentrated to give the object compound as an oil. As a reaction SMILES: C([N:8]1[CH2:12][CH2:11][C:10]([CH2:15][NH:16]CC2C=CC=CC=2)([CH2:13][OH:14])[CH2:9]1)C1C=CC=CC=1>C(O)C.[C].[Pd]>[NH2:16][CH2:15][C:10]1([CH2:13][OH:14])[CH2:11][CH2:12][NH:8][CH2:9]1 |f:2.3|. Reagents/catalysts: [C].[Pd] (palladium-carbon). The product is NCC1(CNCC1)CO (3-Aminomethyl-3-hydroxymethylpyrrolidine). Solvent: C(C)O (ethanol). Reactants: C(C1=CC=CC=C1)N1CC(CC1)(CO)CNCC1=CC=CC=C1 (1-Benzyl-3-(benzylaminomethyl)-3-hydroxymethylpyrrolidine). Reactants: COC(=O)CBr, CCOC(C)=O, [I-], [Na+], O=C([O-])[O-], C1CCOC1, O=[N+]([O-])c1ccccc1S(=O)(=O)NCCOc1ccccc1. Product: COC(=O)CN(CCOc1ccccc1)S(=O)(=O)c1ccccc1[N+](=O)[O-]. Reaction SMILES: [Br:29][CH2:30][C:31](=[O:32])[O:33][CH3:34].[CH3:40][CH2:41][O:42][C:43](=[O:44])[CH3:45].[I-:28].[Na+:27].[O-:23][C:24](=[O:25])[O-:26].[O:35]1[CH2:36][CH2:37][CH2:38][CH2:39]1.[c:1]1([O:7][CH2:8][CH2:9][NH:10][S:11](=[O:12])(=[O:13])[c:14]2[c:15]([N+:20](=[O:21])[O-:22])[cH:16][cH:17][cH:18][cH:19]2)[cH:2][cH:3][cH:4][cH:5][cH:6]1>>[c:1]1([O:7][CH2:8][CH2:9][N:10]([S:11](=[O:12])(=[O:13])[c:14]2[c:15]([N+:20](=[O:21])[O-:22])[cH:16][cH:17][cH:18][cH:19]2)[CH2:30][C:31](=[O:32])[O:33][CH3:34])[cH:2][cH:3][cH:4][cH:5][cH:6]1. The reactants are CC(C)(C)OC(=O)n1nc(CBr)c2ccc(F)nc21, O=C([O-])[O-], CN1CCCC1=O, CCOC(C)=O, N#Cc1cc(Cl)cc(Oc2cc(O)cc(F)c2Cl)c1, [Cs+], [Cs+]. The product is CC(C)(C)OC(=O)n1nc(COc2cc(F)c(Cl)c(Oc3cc(Cl)cc(C#N)c3)c2)c2ccc(F)nc21. As a reaction SMILES: [Br:26][CH2:27][c:28]1[n:29][n:30]([C:38](=[O:39])[O:40][C:41]([CH3:42])([CH3:43])[CH3:44])[c:31]2[n:32][c:33]([F:37])[cH:34][cH:35][c:36]12.[C:20](=[O:21])([O-:22])[O-:23].[CH3:45][N:46]1[CH2:47][CH2:48][CH2:49][C:50]1=[O:51].[CH3:52][CH2:53][O:54][C:55]([CH3:56])=[O:57].[Cl:1][c:2]1[cH:3][c:4]([C:5]#[N:6])[cH:7][c:8]([O:10][c:11]2[c:12]([Cl:19])[c:13]([F:18])[cH:14][c:15]([OH:17])[cH:16]2)[cH:9]1.[Cs+:24].[Cs+:25]>>[Cl:1][c:2]1[cH:3][c:4]([C:5]#[N:6])[cH:7][c:8]([O:10][c:11]2[c:12]([Cl:19])[c:13]([F:18])[cH:14][c:15]([O:17][CH2:27][c:28]3[n:29][n:30]([C:38](=[O:39])[O:40][C:41]([CH3:42])([CH3:43])[CH3:44])[c:31]4[n:32][c:33]([F:37])[cH:34][cH:35][c:36]34)[cH:16]2)[cH:9]1. As a reaction SMILES: [OH:1][N:2]1[C:7]([CH3:9])([CH3:8])[CH2:6][CH:5]([OH:10])[CH2:4][C:3]1([CH3:12])[CH3:11].[C:13](OC)(=[O:20])[CH2:14][CH2:15][C:16]([O:18][CH3:19])=[O:17].CO>CCCCCCC.CC([O-])C.CC([O-])C.CC([O-])C.CC([O-])C.[Ti+4]>[C:13]([O:10][CH:5]1[CH2:6][C:7]([CH3:8])([CH3:9])[N:2]([OH:1])[C:3]([CH3:12])([CH3:11])[CH2:4]1)(=[O:20])[CH2:14][CH2:15][C:16]([O:18][CH3:19])=[O:17] |f:4.5.6.7.8|. Solvent: CCCCCCC (heptane). Procedure: A solution of 6.0 g (35 mmol) of 1-oxyl-2,2,6,6-tetramethyl-4-hydroxypiperidine and 11.4 g (78 mmol) dimethyl succinate in 60 mL of heptane is brought to reflux. 0.05 mL of tetraisopropyl orthotitanate is added and the reaction mixture is refluxed for 16 hours while the evolved methanol is trapped in a Dean-Stark trap. The reaction mixture is then concentrated and the title compound is isolated as a red oil after column chromatography and melts at 76° C. The product is C(CCC(=O)OC)(=O)OC1CC(N(C(C1)(C)C)O)(C)C (1-Oxyl-2,2,6,6-Tetramethylpiperidin-4-yl Methyl Succinate). Starting materials: ON1C(CC(CC1(C)C)O)(C)C (1-oxyl-2,2,6,6-tetramethyl-4-hydroxypiperidine), C(CCC(=O)OC)(=O)OC (dimethyl succinate), CO (methanol). The reagents and catalysts are CC(C)[O-].CC(C)[O-].CC(C)[O-].CC(C)[O-].[Ti+4] (tetraisopropyl orthotitanate).